This data is from the Open Reaction Database (ORD), a public repository of structured organic reaction records. The task is: describe an organic reaction: reactants, conditions, products, and yield Reactants: COC1=C(C=C(C(=O)OCC2=CC=CC=C2)C=C1)N(S(=O)(=O)C)CCN1CCOCC1 (Benzyl 4-methoxy-3-(N-(2-morpholinoethyl)methylsulfonamido)benzoate). The reagents and catalysts are [Pd] (Pd/C). Run in CO (MeOH), C(Cl)(Cl)Cl (CHCl3), CO (MeOH). Conditions: time 30 minute. Product: COC1=C(C=C(C(=O)O)C=C1)N(S(=O)(=O)C)CCN1CCOCC1 (4-methoxy-3-(N-(2-morpholinoethyl)-methylsulfonamido)benzoic acid). Isolated yield 58.5%. RXN SMILES: [CH3:1][O:2][C:3]1[CH:18]=[CH:17][C:6]([C:7]([O:9]CC2C=CC=CC=2)=[O:8])=[CH:5][C:4]=1[N:19]([CH2:24][CH2:25][N:26]1[CH2:31][CH2:30][O:29][CH2:28][CH2:27]1)[S:20]([CH3:23])(=[O:22])=[O:21]>CO.C(Cl)(Cl)Cl.[Pd]>[CH3:1][O:2][C:3]1[CH:18]=[CH:17][C:6]([C:7]([OH:9])=[O:8])=[CH:5][C:4]=1[N:19]([CH2:24][CH2:25][N:26]1[CH2:31][CH2:30][O:29][CH2:28][CH2:27]1)[S:20]([CH3:23])(=[O:22])=[O:21]. Reported procedure: Benzyl 4-methoxy-3-(N-(2-morpholinoethyl)methylsulfonamido)benzoate (1.5 g, 3.34 mmol) was dissolved in MeOH (20 ml), then Pd/C 5% (0.33 mmol, 702 mg) was added, and the mixture was hydrogenated in a Parr apparatus (H2:35 psi) for 30 minutes. The reaction was diluted with CHCl3 (300 ml) and MeOH (300 ml) to dissolve the product that precipitated in MeOH, and the catalyst was filtered over a celite pad, and the solvent is evaporated under vacuum, to yield 700 mg of white solid.